Dataset: the Open Reaction Database (ORD), a public repository of structured organic reaction records. Task: describe an organic reaction: reactants, conditions, products, and yield Starting materials: C(=O)(OC)C1=C(C=2C(=CN=CC2)S1)N (2-carbomethoxy-3-aminothieno[2,3-c]pyridine), N1CCNCC1 (piperazine). The solvent is CN1C(CCC1)=O (N-methylpyrrolidinone), O (water). The product is N1(CCNCC1)C1=CSC2=CN=CC=C21 (3-(1-Piperazinyl)thieno[2,3-c]pyridine). RXN SMILES: C([C:5]1[S:13][C:8]2=[CH:9][N:10]=[CH:11][CH:12]=[C:7]2[C:6]=1[NH2:14])(OC)=O.[NH:15]1[CH2:20][CH2:19]N[CH2:17][CH2:16]1>CN1CCCC1=O.O>[N:14]1([C:6]2[C:7]3[C:8](=[CH:9][N:10]=[CH:11][CH:12]=3)[S:13][CH:5]=2)[CH2:19][CH2:20][NH:15][CH2:16][CH2:17]1. Procedure: A mixture of 2-carbomethoxy-3-aminothieno[2,3-c]pyridine (5.0 g), and piperazine (4.13 g) in N-methylpyrrolidinone (30 ml) was heated to 150° until decarboxyalkylation was complete. The mixture was cooled to room temperature, diluted with water, and extracted with ethyl acetate. The organic extracts were combined, dried over anhydrous magnesium sulfate, filtered, and the filtrate was concentrated in vacuo. The residual 3-aminothieno[2,3-c]pyridine, piperazine (12.5 g), p-toluenesulfonic acid (10...